From a dataset of the Open Reaction Database (ORD), a public repository of structured organic reaction records. describe an organic reaction: reactants, conditions, products, and yield RXN SMILES: [C:28]([C:29]([CH3:30])([CH3:31])[CH3:32])(=[O:33])[O:34][CH2:35][Cl:36].[CH3:38][N:39]([CH3:40])[CH:41]=[O:42].[Cl:3][c:4]1[cH:5][c:6]([CH2:7][N:8]2[C:9](=[O:23])[C:10]3([C:11](=[O:16])[NH:12][C:13](=[O:15])[CH2:14]3)[c:17]3[cH:18][cH:19][cH:20][cH:21][c:22]32)[cH:24][cH:25][c:26]1[Cl:27].[H-:1].[Na+:2].[OH2:37]>>[Cl:3][c:4]1[cH:5][c:6]([CH2:7][N:8]2[C:9](=[O:23])[C:10]3([C:11](=[O:16])[N:12]([CH2:35][O:34][C:28]([C:29]([CH3:30])([CH3:31])[CH3:32])=[O:33])[C:13](=[O:15])[CH2:14]3)[c:17]3[cH:18][cH:19][cH:20][cH:21][c:22]32)[cH:24][cH:25][c:26]1[Cl:27]. Product: CC(C)(C)C(=O)OCN1C(=O)CC2(C1=O)C(=O)N(Cc1ccc(Cl)c(Cl)c1)c1ccccc12. Reactants: CC(C)(C)C(=O)OCCl, CN(C)C=O, O=C1CC2(C(=O)N1)C(=O)N(Cc1ccc(Cl)c(Cl)c1)c1ccccc12, [H-], [Na+], O. Starting materials: CCNOC, CCOc1c(Nc2ccc(Cl)c(S(=O)(=O)N(CC)OC)c2O)c(=O)c1=O, Cl, Cl, C1CNOC1. The product is CCOc1c(Nc2ccc(Cl)c(S(=O)(=O)N3CCCO3)c2O)c(=O)c1=O. As a reaction SMILES: [CH2:28]([NH:29][O:30][CH3:31])[CH3:32].[Cl:1][c:2]1[cH:3][cH:4][c:5]([NH:17][c:18]2[c:19]([O:24][CH2:25][CH3:26])[c:20](=[O:23])[c:21]2=[O:22])[c:6]([OH:16])[c:7]1[S:8](=[O:9])(=[O:10])[N:11]([CH2:12][CH3:13])[O:14][CH3:15].[ClH:27].[ClH:33].[O:34]1[CH2:35][CH2:36][CH2:37][NH:38]1>>[Cl:1][c:2]1[cH:3][cH:4][c:5]([NH:17][c:18]2[c:19]([O:24][CH2:25][CH3:26])[c:20](=[O:23])[c:21]2=[O:22])[c:6]([OH:16])[c:7]1[S:8](=[O:9])(=[O:10])[N:11]1[CH2:12][CH2:13][CH2:15][O:14]1. Starting materials: CC(=O)Nc1ccccc1OS(=O)(=O)c1ccc(C)cc1, C#Cc1ccc(N)cc1, CCCCCCC, CCOC(C)=O. The product is CC(=O)Nc1ccccc1C#Cc1ccc(N)cc1. As a reaction SMILES: [C:1]([CH3:2])(=[O:3])[NH:4][c:5]1[c:6]([O:11][S:12]([c:13]2[cH:14][cH:15][c:16]([CH3:17])[cH:18][cH:19]2)(=[O:20])=[O:21])[cH:7][cH:8][cH:9][cH:10]1.[C:22](#[CH:23])[c:24]1[cH:25][cH:26][c:27]([NH2:30])[cH:28][cH:29]1.[CH3:31][CH2:32][CH2:33][CH2:34][CH2:35][CH2:36][CH3:37].[CH3:38][CH2:39][O:40][C:41]([CH3:42])=[O:43]>>[C:1]([CH3:2])(=[O:3])[NH:4][c:5]1[c:6]([C:23]#[C:22][c:24]2[cH:25][cH:26][c:27]([NH2:30])[cH:28][cH:29]2)[cH:7][cH:8][cH:9][cH:10]1. The reactants are CCc1nc2cc3c(c(C)c2o1)CCNCC3, Cc1ccc2c(-c3nnc(SCCCCCl)n3C)cccc2n1. Yields the product CCc1nc2cc3c(c(C)c2o1)CCN(CCCCSc1nnc(-c2cccc4nc(C)ccc24)n1C)CC3, Cl. RXN SMILES: [CH2:1]([CH3:2])[c:3]1[o:4][c:5]2[c:6]([CH3:17])[c:7]3[c:8]([cH:14][c:15]2[n:16]1)[CH2:9][CH2:10][NH:11][CH2:12][CH2:13]3.[Cl:18][CH2:19][CH2:20][CH2:21][CH2:22][S:23][c:24]1[n:25]([CH3:40])[c:26](-[c:29]2[c:30]3[cH:31][cH:32][c:33]([CH3:39])[n:34][c:35]3[cH:36][cH:37][cH:38]2)[n:27][n:28]1>>[CH2:1]([CH3:2])[c:3]1[o:4][c:5]2[c:6]([CH3:17])[c:7]3[c:8]([cH:14][c:15]2[n:16]1)[CH2:9][CH2:10][N:11]([CH2:19][CH2:20][CH2:21][CH2:22][S:23][c:24]1[n:25]([CH3:40])[c:26](-[c:29]2[c:30]4[cH:31][cH:32][c:33]([CH3:39])[n:34][c:35]4[cH:36][cH:37][cH:38]2)[n:27][n:28]1)[CH2:12][CH2:13]3.[ClH:18].